From a dataset of the Open Reaction Database (ORD), a public repository of structured organic reaction records. describe an organic reaction: reactants, conditions, products, and yield Starting materials: COc1ccc(C2=NN(C3CCNCC3)C(=O)C2(C)C)cc1OC, O=C(O)c1cccc(S(=O)(=O)Cl)c1. Yields the product COc1ccc(C2=NN(C3CCN(S(=O)(=O)c4cccc(C(=O)O)c4)CC3)C(=O)C2(C)C)cc1OC. Reaction SMILES: [CH3:1][O:2][c:3]1[cH:4][c:5]([C:11]2=[N:15][N:14]([CH:16]3[CH2:17][CH2:18][NH:19][CH2:20][CH2:21]3)[C:13](=[O:22])[C:12]2([CH3:23])[CH3:24])[cH:6][cH:7][c:8]1[O:9][CH3:10].[Cl:25][S:26](=[O:27])(=[O:28])[c:29]1[cH:30][c:31]([C:32](=[O:33])[OH:34])[cH:35][cH:36][cH:37]1>>[CH3:1][O:2][c:3]1[cH:4][c:5]([C:11]2=[N:15][N:14]([CH:16]3[CH2:17][CH2:18][N:19]([S:26](=[O:27])(=[O:28])[c:29]4[cH:30][c:31]([C:32](=[O:33])[OH:34])[cH:35][cH:36][cH:37]4)[CH2:20][CH2:21]3)[C:13](=[O:22])[C:12]2([CH3:23])[CH3:24])[cH:6][cH:7][c:8]1[O:9][CH3:10]. Reactants: Brc1ccc2sc(N3CCC(N4CCCCC4)C3)nc2c1, O=C([O-])[O-], CNCCNC, CCOCC, Cc1ccccc1, [Cu], [Cu]I, [K+], [K+], c1ccncc1, O=c1cccn[nH]1. Yields the product O=c1cccnn1-c1ccc2sc(N3CCC(N4CCCCC4)C3)nc2c1. RXN SMILES: [Br:1][c:2]1[cH:3][cH:4][c:5]2[c:6]([n:7][c:8]([N:10]3[CH2:11][CH:12]([N:15]4[CH2:16][CH2:17][CH2:18][CH2:19][CH2:20]4)[CH2:13][CH2:14]3)[s:9]2)[cH:21]1.[C:29](=[O:30])([O-:31])[O-:32].[CH3:35][NH:36][CH2:37][CH2:38][NH:39][CH3:40].[CH3:44][CH2:45][O:46][CH2:47][CH3:48].[CH3:49][c:50]1[cH:51][cH:52][cH:53][cH:54][cH:55]1.[Cu:41].[Cu:42][I:43].[K+:33].[K+:34].[cH:56]1[cH:57][cH:58][n:59][cH:60][cH:61]1.[n:22]1[nH:23][c:24](=[O:28])[cH:25][cH:26][cH:27]1>>[c:2]1(-[n:23]2[n:22][cH:27][cH:26][cH:25][c:24]2=[O:28])[cH:3][cH:4][c:5]2[c:6]([n:7][c:8]([N:10]3[CH2:11][CH:12]([N:15]4[CH2:16][CH2:17][CH2:18][CH2:19][CH2:20]4)[CH2:13][CH2:14]3)[s:9]2)[cH:21]1. The reactants are C(=O)C1=CC=C(OC=2SC(=CN2)C(=O)N)C=C1 (2-(4-formylphenoxy)thiazole-5-carboxamide), C(CC(C)C)N (isoamylamine), [BH4-].[Na+] (NaBH4). Solvent: CO (methanol). Run at time 8 hour. The product is CC(CCNCC1=CC=C(OC=2SC(=CN2)C(=O)N)C=C1)C (2-{4-[(3-Methylbutylamino)methyl]phenoxy}thiazole-5-carboxamide). Reaction SMILES: [CH:1]([C:3]1[CH:17]=[CH:16][C:6]([O:7][C:8]2[S:9][C:10]([C:13]([NH2:15])=[O:14])=[CH:11][N:12]=2)=[CH:5][CH:4]=1)=O.[CH2:18]([NH2:23])[CH2:19][CH:20]([CH3:22])[CH3:21].[BH4-].[Na+]>CO>[CH3:21][CH:20]([CH3:22])[CH2:19][CH2:18][NH:23][CH2:1][C:3]1[CH:17]=[CH:16][C:6]([O:7][C:8]2[S:9][C:10]([C:13]([NH2:15])=[O:14])=[CH:11][N:12]=2)=[CH:5][CH:4]=1 |f:2.3|. Procedure details: Place 2-(4-formylphenoxy)thiazole-5-carboxamide (0.187 g, 0.755 mmol), isoamylamine (0.072 g, 0.831 mmol) and 3 Å molecular sieves in a vial. Add methanol (3.8 mL), cap and stir overnight. Add NaBH4 (0.029 g, 0.755 mmol) and stir until the gasses stop evolving. Load the reaction mixture directly onto a 25 g ISCO® pre-load column. Dry the column in a vacuum oven at room temperature. Purify by eluting through a 40 g ISCO® column with 5% (2.0 M NH3 in methanol) in ethyl acetate over 45 minutes to g... Starting materials: N1C(=NC2=C1C=CC=C2)C(C2=CC=C(OC1=NC=CC=C1C1CC(CC1)O)C=C2)O (3-(2-(4-((1H-benzo[d]imidazol-2-yl)(hydroxy)methyl)phenoxy)pyridin-3-yl)cyclopentanol). The reagents and catalysts are [O-2].[O-2].[Mn+4] (manganese dioxide). Solvent: O1CCCC1 (tetrahydrofuran), ClCCl (dichloromethane). Conditions: temperature 23 celsius, time 3 hour. The product is N1C(=NC2=C1C=CC=C2)C(=O)C2=CC=C(C=C2)OC2=NC=CC=C2C2CC(CC2)O ((1H-benzo[d]imidazol-2-yl)(4-(3-(3-hydroxycyclopentyl)pyridin-2-yloxy)phenyl)methanone). RXN SMILES: [NH:1]1[C:5]2[CH:6]=[CH:7][CH:8]=[CH:9][C:4]=2[N:3]=[C:2]1[CH:10]([OH:30])[C:11]1[CH:29]=[CH:28][C:14]([O:15][C:16]2[C:21]([CH:22]3[CH2:26][CH2:25][CH:24]([OH:27])[CH2:23]3)=[CH:20][CH:19]=[CH:18][N:17]=2)=[CH:13][CH:12]=1>O1CCCC1.ClCCl.[O-2].[O-2].[Mn+4]>[NH:1]1[C:5]2[CH:6]=[CH:7][CH:8]=[CH:9][C:4]=2[N:3]=[C:2]1[C:10]([C:11]1[CH:12]=[CH:13][C:14]([O:15][C:16]2[C:21]([CH:22]3[CH2:26][CH2:25][CH:24]([OH:27])[CH2:23]3)=[CH:20][CH:19]=[CH:18][N:17]=2)=[CH:28][CH:29]=1)=[O:30] |f:3.4.5|. Procedure details: A solution of 3-(2-(4-((1H-benzo[d]imidazol-2-yl)(hydroxy)methyl)phenoxy)pyridin-3-yl)cyclopentanol (780 mg, 1.943 mmol) in tetrahydrofuran (20 mL) and dichloromethane (50 mL) was treated with manganese dioxide (1351 mg, 15.54 mmol). The reaction was stirred at 23° C. under nitrogen. After 3 h, the reaction was filtered through celite, the filter cake washed with tetrahydrofuran (200 mL), the filtrates combined, concentrated in vacuo and purified by silica gel chromatography (eluant: 1-5% methan... Starting materials: CC1(COC2(OC1)CCC(CC2)OS(=O)(=O)C2=CC=C(C)C=C2)C (3,3-dimethyl-9-tosyloxy-1,5-dioxaspiro[5.5]undecane), C(C1=CC=CC=C1)ONC1=C(C(=NC=C1)C)OC (4-(O-benzylhydroxylamino)-3-methoxy-2-methylpyridine), [H-].[Na+] (sodium hydride), [H][H] (hydrogen). The solvent is C1CCOC1 (THF), CS(=O)C (DMSO). Conditions: temperature 50 celsius, time 4 hour. Product: C(C1=CC=CC=C1)ON(C1CCC2(OCC(CO2)(C)C)CC1)C1=C(C(=NC=C1)C)OC (4-[O-Benzyl-N-(3,3-dimethyl-1,5-dioxaspiro[5.5]undec-9-yl)hydroxylamino]-3-methoxy-2-methylpyridine). As a reaction SMILES: [CH2:1]([O:8][NH:9][C:10]1[CH:15]=[CH:14][N:13]=[C:12]([CH3:16])[C:11]=1[O:17][CH3:18])[C:2]1[CH:7]=[CH:6][CH:5]=[CH:4][CH:3]=1.[H-].[Na+].[H][H].[CH3:23][C:24]1([CH3:46])[CH2:29][O:28][C:27]2([CH2:34][CH2:33][CH:32](OS(C3C=CC(C)=CC=3)(=O)=O)[CH2:31][CH2:30]2)[O:26][CH2:25]1>CS(C)=O.C1COCC1>[CH2:1]([O:8][N:9]([C:10]1[CH:15]=[CH:14][N:13]=[C:12]([CH3:16])[C:11]=1[O:17][CH3:18])[CH:32]1[CH2:33][CH2:34][C:27]2([O:28][CH2:29][C:24]([CH3:23])([CH3:46])[CH2:25][O:26]2)[CH2:30][CH2:31]1)[C:2]1[CH:7]=[CH:6][CH:5]=[CH:4][CH:3]=1 |f:1.2|. Reported procedure: 7.3 g of 4-(O-benzylhydroxylamino)-3-methoxy-2-methylpyridine in 30 ml of absolute DMSO are deprotonated under N2 using 0.9 g of sodium hydride (80% strength). After evolution of hydrogen has ended, 11.7 g of 3,3-dimethyl-9-tosyloxy-1,5-dioxaspiro[5.5]undecane are added in 50 ml of absolute THF. The mixture is stirred at room temperature for 1 hour and at 50° C. for 4 hours. The THF is then distilled off in vacuo and the mixture is poured into water. After extracting with methylene chloride, the... Starting materials: FC1=CC=C(N)C=C1 (4-fluoroaniline), CC(=O)[O-].[Na+] (NaOAc), ClC(C(=O)OC)C(=O)C (methyl 2-chloroacetoacetate), N(=O)[O-].[Na+] (NaNO2), Cl (HCl). The solvent is CO (MeOH), CO (MeOH), CO (MeOH). Conditions: temperature 0 celsius. Product: COC(C(Cl)=NNC1=CC=C(C=C1)F)=O ([(4-fluoro-phenyl)-hydrazono]-chloroacetic acid methyl ester). Isolated yield 94.0%. As a reaction SMILES: [F:1][C:2]1[CH:8]=[CH:7][C:5]([NH2:6])=[CH:4][CH:3]=1.Cl.[N:10]([O-])=O.[Na+].CC([O-])=O.[Na+].[Cl:19][CH:20](C(C)=O)[C:21]([O:23][CH3:24])=[O:22]>CO>[CH3:24][O:23][C:21](=[O:22])[C:20](=[N:10][NH:6][C:5]1[CH:7]=[CH:8][C:2]([F:1])=[CH:3][CH:4]=1)[Cl:19] |f:2.3,4.5|. Procedure: (Reference: Tetrahedron Asymmetry 1999, 4447-4454): To a solution of 4-fluoroaniline (10.0 g, 90.0 mmol; commercially available from Sigma Aldrich) in MeOH (80 mL) was added 6 N HCl (80 mL) and the solution was cooled to 0° C. NaNO2 (12.4 g, 180 mmol) was then slowly added as a solid. The reaction was stirred for 15 min at 0° C. after which time NaOAc was added as a solid to adjust the reaction to pH 5. Subsequently, a solution of methyl 2-chloroacetoacetate (10.96 mL, 90.0 mmol; commercially av... Reactants: C(C)(C)(CC(C)(C)C)N (tert-octylamine), O=C1N(C(CC1)=O)OC(C1=CC=C(C=C1)OC(N(C1=CC=CC=C1)C)=O)=O (4-(methyl-phenyl-carbamoyloxy)-benzoic acid 2,5-dioxo-pyrrolidin-1-yl ester). The product is CC(CC(C)(C)C)(C)NC(=O)C1=CC=C(C=C1)OC(N(C1=CC=CC=C1)C)=O (Methyl-phenyl-carbamic acid 4-(1,1,3,3-tetramethyl-butylcarbamoyl)-phenyl ester). Reaction SMILES: [C:1]([NH2:9])([CH2:4][C:5]([CH3:8])([CH3:7])[CH3:6])([CH3:3])[CH3:2].O=C1CCC(=O)N1[O:17][C:18](=O)[C:19]1[CH:24]=[CH:23][C:22]([O:25][C:26](=[O:35])[N:27]([CH3:34])[C:28]2[CH:33]=[CH:32][CH:31]=[CH:30][CH:29]=2)=[CH:21][CH:20]=1>>[CH3:2][C:1]([NH:9][C:18]([C:19]1[CH:24]=[CH:23][C:22]([O:25][C:26](=[O:35])[N:27]([CH3:34])[C:28]2[CH:29]=[CH:30][CH:31]=[CH:32][CH:33]=2)=[CH:21][CH:20]=1)=[O:17])([CH3:3])[CH2:4][C:5]([CH3:8])([CH3:7])[CH3:6]. Procedure details: The title product was prepared from tert-octylamine and 4-(methyl-phenyl-carbamoyloxy)-benzoic acid 2,5-dioxo-pyrrolidin-1-yl ester, preparative HPLC (method C) (26%, white crystals). HPLC-MS m/z=383.5 (M+1), Rt: 4.67 min. Starting materials: O=C(NC1=C(F)C(F)=C(C(F)=C1F)C(F)(F)F)C2(C)CCCCC2. Reagents/catalysts: O=C(O)C, [K].O=C(O)O, N=1C(OC)=CC(OC)=C2C=CC=CC12, [B-](F)(F)(F)F.CC[N+](CC)(CC)CC, O1B(OC(C)(C)C1(C)C)B2OC(C)(C)C(O2)(C)C, [Pd].O=C(O)C. The solvent is N#CC. Run at temperature 80 celsius, time 15 hour. Product: O=C(NC1=C(F)C(F)=C(C(F)=C1F)C(F)(F)F)C2(CB3OC(C)(C)C(O3)(C)C)CCCCC2. Isolated yield 72.0%.